Dataset: the Open Reaction Database (ORD), a public repository of structured organic reaction records. Task: describe an organic reaction: reactants, conditions, products, and yield Reactants: FC(S(=O)(=O)OC=1C(=CC(=C2C=CC=NC12)Cl)C(C)=O)(F)F (7-Acetyl-5-chloroquinolin-8-yl trifluoromethanesulfonate), N1=CC=C(C=C1)CN1CCNCC1 (1-(pyridin-4-ylmethyl)piperazine), C1=CC=C(C=C1)P(C2=CC=CC=C2)C3=C(C4=CC=CC=C4C=C3)C5=C(C=CC6=CC=CC=C65)P(C7=CC=CC=C7)C8=CC=CC=C8 ((S)-(−)-2,2′-bis(diphenylphosphino)-1,1′-binaphthyl), C([O-])([O-])=O.[Cs+].[Cs+] (cesium carbonate). Reagents/catalysts: C(C)(=O)[O-].[Pd+2].C(C)(=O)[O-] (palladium acetate). Run in O1CCCC1 (tetrahydrofuran), ClCCl (dichloromethane). Run at temperature 65 celsius. The product is ClC1=C2C=CC=NC2=C(C(=C1)C(C)=O)N1CCN(CC1)CC1=CC=NC=C1 (1-{5-Chloro-8-[4-(pyridin-4-ylmethyl)piperazin-1-yl]quinolin-7-yl}ethanone). The yield is 15.6%. Reaction SMILES: FC(F)(F)S(O[C:7]1[C:8]([C:18](=[O:20])[CH3:19])=[CH:9][C:10]([Cl:17])=[C:11]2[C:16]=1[N:15]=[CH:14][CH:13]=[CH:12]2)(=O)=O.[N:23]1[CH:28]=[CH:27][C:26]([CH2:29][N:30]2[CH2:35][CH2:34][NH:33][CH2:32][CH2:31]2)=[CH:25][CH:24]=1.C1C=CC(P(C2C=CC3C(=CC=CC=3)C=2C2C3C(=CC=CC=3)C=CC=2P(C2C=CC=CC=2)C2C=CC=CC=2)C2C=CC=CC=2)=CC=1.C(=O)([O-])[O-].[Cs+].[Cs+]>O1CCCC1.ClCCl.C([O-])(=O)C.[Pd+2].C([O-])(=O)C>[Cl:17][C:10]1[CH:9]=[C:8]([C:18](=[O:20])[CH3:19])[C:7]([N:33]2[CH2:34][CH2:35][N:30]([CH2:29][C:26]3[CH:25]=[CH:24][N:23]=[CH:28][CH:27]=3)[CH2:31][CH2:32]2)=[C:16]2[C:11]=1[CH:12]=[CH:13][CH:14]=[N:15]2 |f:3.4.5,8.9.10|. Reported procedure: A stirred mixture of 7-acetyl-5-chloroquinolin-8-yl trifluoromethanesulfonate (0.12 g, 0.34 mmol, from Example 47, Step 2), 1-(pyridin-4-ylmethyl)piperazine (0.072 g, 0.41 mmol), palladium acetate (1.5 mg, 0.0067 mmol), (S)-(−)-2,2′-bis(diphenylphosphino)-1,1′-binaphthyl (6.3 mg, 0.010 mmol), and cesium carbonate (0.31 g, 0.95 mmol) in tetrahydrofuran (3 mL) was heated at 65° C. overnight. The mixture was cooled, diluted with dichloromethane and filtered. The filtrate was washed with brine, drie... Run in C1(=CC=CC=C1)C (toluene), C1(=CC=CC=C1)C (toluene). Yields the product C(C)O[Si](CCC1=CC=CC=C1)(OCC)OCC (2-(triethoxysilyl)ethylbenzene). Reaction SMILES: [CH2:1]([O:3][SiH:4]([O:8][CH2:9][CH3:10])[O:5][CH2:6][CH3:7])[CH3:2].CC1C=C(N([C:28]2[CH:35]=[CH:34][C:31]([CH:32]=[CH2:33])=[CH:30][CH:29]=2)C2C=CC(C)=C(C)C=2)C=CC=1C>C1(C)C=CC=CC=1>[CH2:1]([O:3][Si:4]([O:8][CH2:9][CH3:10])([O:5][CH2:6][CH3:7])[CH2:33][CH2:32][C:31]1[CH:34]=[CH:35][CH:28]=[CH:29][CH:30]=1)[CH3:2]. Procedure: Into a three-necked flask, 40 ml of toluene, 6.0 g (37 mmol) of triethoxysilane and 0.34 mmol of platinum (II) dichloro(h-cycloocta-1,5-diene) were placed, and 20 ml of a toluene solution containing 9.9 g of 4-[N,N-bis(3,4-dimethylphenyl)amino]styrene was added dropwise with stirring at room temperature. After the addition was completed, the mixture was stirred at 70° C. for 3 hours, and thereafter the solvent was removed under reduced pressure to obtain oily pale yellow 4-[N,N-bis(3,4-dimethylp... The reactants are C(C)O[SiH](OCC)OCC (triethoxysilane), platinum (II) dichloro(h-cycloocta-1,5-diene), CC=1C=C(C=CC1C)N(C1=CC(=C(C=C1)C)C)C1=CC=C(C=C)C=C1 (4-[N,N-bis(3,4-dimethylphenyl)amino]styrene). Yield: 94.2%.